This data is from the Open Reaction Database (ORD), a public repository of structured organic reaction records. The task is: describe an organic reaction: reactants, conditions, products, and yield The reactants are O=C([O-])[O-], COCc1ncc(-n2nc(C)cc2C)nc1Cl, [Cs+], [Cs+], Nc1ccc(Cl)cc1, C1COCCO1, O=C(C=Cc1ccccc1)C=Cc1ccccc1, O=C(C=Cc1ccccc1)C=Cc1ccccc1, O=C(C=Cc1ccccc1)C=Cc1ccccc1, [Pd], [Pd]. The product is COCc1ncc(-n2nc(C)cc2C)nc1Nc1ccc(Cl)cc1. RXN SMILES: [C:26](=[O:27])([O-:28])[O-:29].[Cl:1][c:2]1[c:3]([CH2:15][O:16][CH3:17])[n:4][cH:5][c:6](-[n:8]2[n:9][c:10]([CH3:14])[cH:11][c:12]2[CH3:13])[n:7]1.[Cs+:30].[Cs+:31].[NH2:18][c:19]1[cH:20][cH:21][c:22]([Cl:23])[cH:24][cH:25]1.[O:32]1[CH2:33][CH2:34][O:35][CH2:36][CH2:37]1.[O:40]=[C:41]([CH:42]=[CH:43][c:44]1[cH:45][cH:46][cH:47][cH:48][cH:49]1)[CH:50]=[CH:51][c:52]1[cH:53][cH:54][cH:55][cH:56][cH:57]1.[O:58]=[C:59]([CH:60]=[CH:61][c:62]1[cH:63][cH:64][cH:65][cH:66][cH:67]1)[CH:68]=[CH:69][c:70]1[cH:71][cH:72][cH:73][cH:74][cH:75]1.[O:76]=[C:77]([CH:78]=[CH:79][c:80]1[cH:81][cH:82][cH:83][cH:84][cH:85]1)[CH:86]=[CH:87][c:88]1[cH:89][cH:90][cH:91][cH:92][cH:93]1.[Pd:38].[Pd:39]>>[c:2]1([NH:18][c:19]2[cH:20][cH:21][c:22]([Cl:23])[cH:24][cH:25]2)[c:3]([CH2:15][O:16][CH3:17])[n:4][cH:5][c:6](-[n:8]2[n:9][c:10]([CH3:14])[cH:11][c:12]2[CH3:13])[n:7]1. Starting materials: 1-N, Cl (hydrochloric acid), [OH-].[Na+] (sodium hydroxide), C(CC1=CC=CC=C1)NC(C(=CC1=C(C=C(C(=C1)OC)OC)N)C)=O (3-(2-amino-4,5-dimethoxyphenyl)-2-methyl-2-propenoic acid phenethyl amide), NC1=C(C=CC=C1)C=C(C(=O)OCC)C (ethyl 3-(2-aminophenyl)-2-methyl-2-propenate). Run in O1CCCC1 (tetrahydrofuran). Yields the product NC1=C(C=CC=C1)C=C(C(=O)O)C (3-(2-aminophenyl)-2-methyl-2-propenoic acid). Reaction SMILES: C(NC(=O)C(C)=CC1C=C(OC)C(OC)=CC=1N)CC1C=CC=CC=1.[NH2:26][C:27]1[CH:32]=[CH:31][CH:30]=[CH:29][C:28]=1[CH:33]=[C:34]([CH3:40])[C:35]([O:37]CC)=[O:36].[OH-].[Na+].Cl>O1CCCC1>[NH2:26][C:27]1[CH:32]=[CH:31][CH:30]=[CH:29][C:28]=1[CH:33]=[C:34]([CH3:40])[C:35]([OH:37])=[O:36] |f:2.3|. Procedure: Into 10 ml of tetrahydrofuran (THF), 1.50 g (7.31 mmol) of (E) ethyl 3-(2-aminophenyl)-2-methyl-2-propenate were dissolved; and, with 10 ml of a 1-N aqueous sodium hydroxide solution being added thereto, the mixture was reacted at 40° C. for 4 hours. After the completion of the reaction was verified by TLC, the mixture was cooled with 10 ml of 1-N hydrochloric acid being added thereto. The precipitated crystal was filtered out, whereby 1.30 g of the aimed compound were obtained (yield: quantitat... Starting materials: IC1=CC=C(N)C=C1, O=C(C)C1=CC=C(S(=O)(Cl)=O)C=C1. Reagents/catalysts: O=C([O-])O.[Na+] (NaHCO3). Solvent: O (water), OCCOCCOCCOCCOCCO (PEG400), CC(C)=O (acetone). Conditions: temperature 25 celsius, pressure 100 psi, time 20 minute. Product: CC(=O)c1ccc(S(=O)(=O)Nc2ccc(I)cc2)cc1. The yield is 91.0%. Reactants: [Al+3], [Cl-], [Cl-], [Cl-], ClCCl, Cl, O=C(Cl)Cc1cccc(F)c1, CSc1ccccc1. Product: CSc1ccc(C(=O)Cc2cccc(F)c2)cc1. RXN SMILES: [Al+3:10].[Cl-:11].[Cl-:12].[Cl-:9].[Cl:25][CH2:26][Cl:27].[ClH:24].[F:13][c:14]1[cH:15][c:16]([CH2:20][C:21](=[O:22])[Cl:23])[cH:17][cH:18][cH:19]1.[c:1]1([S:7][CH3:8])[cH:2][cH:3][cH:4][cH:5][cH:6]1>>[c:1]1([S:7][CH3:8])[cH:2][cH:3][c:4]([C:21]([CH2:20][c:16]2[cH:15][c:14]([F:13])[cH:19][cH:18][cH:17]2)=[O:22])[cH:5][cH:6]1. Starting materials: OC([C@@H](C1=CC=C(C=C1)OCC(CCC)C)NC(OC(C)(C)C)=O)(C)C (t-butyl (1R)-2-hydroxy-2-methyl-1-(4-(2-methylpentyloxy)phenyl)-propylcarbamate), C(=O)(C(F)(F)F)O (TFA). Run in ClCCl (dichloromethane). Conditions: time 1 hour. The product is N[C@@H](C(C)(O)C)C1=CC=C(C=C1)OCC(CCC)C ((1R)-1-amino-2-methyl-1-(4-(2-methylpentyloxy)phenyl)propan-2-ol). Reaction SMILES: [OH:1][C:2]([CH3:26])([CH3:25])[C@H:3]([NH:17]C(=O)OC(C)(C)C)[C:4]1[CH:9]=[CH:8][C:7]([O:10][CH2:11][CH:12]([CH3:16])[CH2:13][CH2:14][CH3:15])=[CH:6][CH:5]=1.C(O)(C(F)(F)F)=O>ClCCl>[NH2:17][C@H:3]([C:4]1[CH:5]=[CH:6][C:7]([O:10][CH2:11][CH:12]([CH3:16])[CH2:13][CH2:14][CH3:15])=[CH:8][CH:9]=1)[C:2]([CH3:26])([OH:1])[CH3:25]. Reported procedure: To a solution of t-butyl (1R)-2-hydroxy-2-methyl-1-(4-(2-methylpentyloxy)phenyl)-propylcarbamate (340 mg, 0.930 mmol) in dichloromethane (1 mL) was added TFA (2 mL, 26.0 mmol). The reaction mixture was stirred at room temperature for 1 h. The solvent was evaporated and the residue was transferred to a separatory funnel containing saturated aqueous K2CO3 solution. The aqueous layer was extracted with ethyl acetate (2×10 mL). The combined organic layers were concentrated to afford (1R)-1-amino-2-m... Reactants: NC=1SC2=C(N1)C=CC(=C2)OC(F)(F)F (2-amino-6-trifluoromethoxybenzothiazole), C(C)OCC (Ethyl ether), ClCCSC1=CC=CC=C1 (1-chloro-2-phenylthioethane), [I-].[Na+] (sodium iodide). The solvent is C(C)C(=O)C (methyl ethyl ketone). Run at temperature 20 celsius. The product is Cl.N=C1SC2=C(N1CCSC1=CC=CC=C1)C=CC(=C2)OC(F)(F)F (2-Imino-3-(2-phenylthioethyl)-6 -trifluoromethoxybenzothiazoline hydrochloride). The yield is 33.1%. As a reaction SMILES: [NH2:1][C:2]1[S:3][C:4]2[CH:10]=[C:9]([O:11][C:12]([F:15])([F:14])[F:13])[CH:8]=[CH:7][C:5]=2[N:6]=1.[Cl:16][CH2:17][CH2:18][S:19][C:20]1[CH:25]=[CH:24][CH:23]=[CH:22][CH:21]=1.[I-].[Na+].C(OCC)C>C(C(C)=O)C>[ClH:16].[NH:1]=[C:2]1[N:6]([CH2:17][CH2:18][S:19][C:20]2[CH:25]=[CH:24][CH:23]=[CH:22][CH:21]=2)[C:5]2[CH:7]=[CH:8][C:9]([O:11][C:12]([F:15])([F:13])[F:14])=[CH:10][C:4]=2[S:3]1 |f:2.3,6.7|. Procedure: The procedure is as in Example 21, starting with 2-amino-6-trifluoromethoxybenzothiazole (9.4 g), 1-chloro-2-phenylthioethane (13.8 g) and sodium iodide (13.5 g) in methyl ethyl ketone (30 cc). The mixture is heated for 88 hours to boiling and then cooled to a temperature in the region of 20° C. Ethyl ether (250 cc) is added to the reaction medium and the precipitate formed is filtered off. The solid is suspended in distilled water (250 cc), treated with 1N sodium hydroxide (40 cc) and then extr...